Dataset: the Open Reaction Database (ORD), a public repository of structured organic reaction records. Task: describe an organic reaction: reactants, conditions, products, and yield Starting materials: OC1=CC=C(OCC2=NC3=CC=CC=C3C=C2)C=C1 (2-(4-hydroxyphenoxy)methylquinoline), BrCC1=CC=CC=2C(C=C(OC21)C(=O)OCC)=O (8-bromomethyl-2-carboethoxy-4-oxo-4H-1-benzopyran), C([O-])([O-])=O.[K+].[K+] (potassium carbonate). The solvent is CC(=O)C (acetone), C(C)OC(C)=O (ethylacetate). Product: C(=O)(OCC)C=1OC2=C(C(C1)=O)C=CC=C2COC2=CC=C(C=C2)OCC2=NC1=CC=CC=C1C=C2 (2-carboethoxy-8-(4- (quinolin-2-yl-methoxy)phenoxymethyl)-4-oxo-4H-1-benzopyran). The yield is 28.2%. As a reaction SMILES: [OH:1][C:2]1[CH:19]=[CH:18][C:5]([O:6][CH2:7][C:8]2[CH:17]=[CH:16][C:15]3[C:10](=[CH:11][CH:12]=[CH:13][CH:14]=3)[N:9]=2)=[CH:4][CH:3]=1.Br[CH2:21][C:22]1[C:31]2[O:30][C:29]([C:32]([O:34][CH2:35][CH3:36])=[O:33])=[CH:28][C:27](=[O:37])[C:26]=2[CH:25]=[CH:24][CH:23]=1.C(=O)([O-])[O-].[K+].[K+]>CC(C)=O.C(OC(=O)C)C>[C:32]([C:29]1[O:30][C:31]2[C:22]([CH2:21][O:1][C:2]3[CH:3]=[CH:4][C:5]([O:6][CH2:7][C:8]4[CH:17]=[CH:16][C:15]5[C:10](=[CH:11][CH:12]=[CH:13][CH:14]=5)[N:9]=4)=[CH:18][CH:19]=3)=[CH:23][CH:24]=[CH:25][C:26]=2[C:27](=[O:37])[CH:28]=1)([O:34][CH2:35][CH3:36])=[O:33] |f:2.3.4|. Procedure details: 1.8 g of 2-(4-hydroxyphenoxy)methylquinoline, 2.2 g of 8-bromomethyl-2-carboethoxy-4-oxo-4H-1-benzopyran and 1.0 g of potassium carbonate are combined in 100 ml of acetone and refluxed for 18 hours. The mixture is cooled, diluted with ethylacetate and filtered. The filtrate is concentrated and the crude product purified by flash chromatography on silica gel in 5% ethanol in chloroform/hexane (1:1) to give 0.96 g 2-carboethoxy-8-(4- (quinolin-2-yl-methoxy)phenoxymethyl)-4-oxo-4H-1-benzopyran: m.p... Reactants: C[Si](C)(C)Cl (Trimethylsilyl chloride), COC[C@@H]1CC[C@H](CC1)C1=CC=C(C=C1)C#N (trans-4-methoxymethyl-1-(4-cyanophenyl)-cyclohexane), [I-].[Na+] (sodium iodide). Run in C(C)#N (acetonitrile). Run at temperature 35 celsius, time 30 minute. The product is C(#N)C1=CC=C(C=C1)[C@@H]1CC[C@H](CC1)CO (trans-4-(4-cyanophenyl)cyclohexylcarbinol). Isolated yield 60.1%. As a reaction SMILES: C[Si](Cl)(C)C.C[O:7][CH2:8][C@H:9]1[CH2:14][CH2:13][C@H:12]([C:15]2[CH:20]=[CH:19][C:18]([C:21]#[N:22])=[CH:17][CH:16]=2)[CH2:11][CH2:10]1.[I-].[Na+]>C(#N)C>[C:21]([C:18]1[CH:19]=[CH:20][C:15]([C@H:12]2[CH2:13][CH2:14][C@H:9]([CH2:8][OH:7])[CH2:10][CH2:11]2)=[CH:16][CH:17]=1)#[N:22] |f:2.3|. Procedure details: Trimethylsilyl chloride (305.6 g, 2.81 mol) was dropwise added to trans-4-methoxymethyl-1-(4-cyanophenyl)-cyclohexane (III) (322.5 g, 1.41 mol), sodium iodide (421.6 g, 2.81 mol) and acetonitrile (2.5 l) in nitrogen atmosphere with stirring at 35° C. over 30 minutes, followed by agitating the mixture for 20 minutes, cooling the reaction mixture down to 10° C., filtering it by suction, pouring the filtrate in ice water (2 Kg), extracting with chloroform (1.5 l), twice washing the resulting chloro... Reactants: NC(C#N)(CN1N=C2C(=N1)C(=CC(=C2Cl)Cl)Cl)C (2-amino-2-methyl-3-(4,5,7-trichloro-2H-benzotriazol-2-yl)-propionitrile), FC(C1=CC=C(C(=S)Cl)C=C1)(F)F (4-trifluoromethylthiobenzoyl chloride). Yields the product C(#N)C(CN1N=C2C(=N1)C(=CC(=C2Cl)Cl)Cl)(C)NC(C2=CC=C(C=C2)C(F)(F)F)=S (N-[1-Cyano-1-methyl-2-(4,5,7-trichloro-2H-benzotriazol-2-yl)-ethyl]-4-trifluoromethylthiobenzamide), solid. The yield is 80.0%. Reaction SMILES: [NH2:1][C:2]([CH3:18])([CH2:5][N:6]1[N:10]=[C:9]2[C:11]([Cl:17])=[CH:12][C:13]([Cl:16])=[C:14]([Cl:15])[C:8]2=[N:7]1)[C:3]#[N:4].[F:19][C:20]([F:31])([F:30])[C:21]1[CH:29]=[CH:28][C:24]([C:25](Cl)=[S:26])=[CH:23][CH:22]=1>>[C:3]([C:2]([NH:1][C:25](=[S:26])[C:24]1[CH:23]=[CH:22][C:21]([C:20]([F:19])([F:30])[F:31])=[CH:29][CH:28]=1)([CH3:18])[CH2:5][N:6]1[N:10]=[C:9]2[C:11]([Cl:17])=[CH:12][C:13]([Cl:16])=[C:14]([Cl:15])[C:8]2=[N:7]1)#[N:4]. Procedure details: Using a procedure similar to that described in Example 1, except using 2-amino-2-methyl-3-(4,5,7-trichloro-2H-benzotriazol-2-yl)-propionitrile (150 mg, described in Example 39) and 4-trifluoromethylthiobenzoyl chloride (0.1 mL), the title compound was isolated as a white solid (200 mg, 80%). Rf=0.55 (1:1 EA/heptane). MS (ES): M/Z [M+H]=508. NMR: (400 MHz, DMSO-d6): 1.76 (s, 3H), 5.45 (d, J=13.3 Hz, 1H), 5.61 (d, J=13.3 Hz, 1H), 7.83-7.92 (m, 4H), 7.94 (s, 1H) and 8.91 (s, 1H). 19F NMR (376 MHz, ...